This data is from the Open Reaction Database (ORD), a public repository of structured organic reaction records. The task is: describe an organic reaction: reactants, conditions, products, and yield The reactants are C(C=C)C1C(C(N1C(=P(C1=CC=CC=C1)(C1=CC=CC=C1)C1=CC=CC=C1)C(=O)OCC1=CC=CC=C1)=O)C (4-allyl-3-methyl-1-(1-benzyloxycarbonyl-1-triphenylphosphoranylidenemethyl)azetidine-2-one), FC(C(=O)O)(F)F (trifluoroacetic acid). The solvent is C(C)(=O)OCC (ethyl acetate). Conditions: time 10 minute. Yields the product CC1C2CC=C(N2C1=O)C(=O)OCC1=CC=CC=C1 (benzyl 6-methyl-7-oxo-1-azabicyclo[3,2,0]hept-2-ene- 2-carboxylate). Yield: 57.2%. Reaction SMILES: [CH2:1]([CH:4]1[N:7]([C:8]([C:28]([O:30][CH2:31][C:32]2[CH:37]=[CH:36][CH:35]=[CH:34][CH:33]=2)=[O:29])=P(C2C=CC=CC=2)(C2C=CC=CC=2)C2C=CC=CC=2)[C:6](=[O:38])[CH:5]1[CH3:39])[CH:2]=C.FC(F)(F)C(O)=O>C(OCC)(=O)C>[CH3:39][CH:5]1[C:6](=[O:38])[N:7]2[CH:4]1[CH2:1][CH:2]=[C:8]2[C:28]([O:30][CH2:31][C:32]1[CH:37]=[CH:36][CH:35]=[CH:34][CH:33]=1)=[O:29]. Procedure: A solution of 4-allyl-3-methyl-1-(1-benzyloxycarbonyl-1-triphenylphosphoranylidenemethyl)azetidine-2-one (38) (0.29 g) in ethyl acetate (25 ml) was treated with trifluoroacetic acid (0.4 ml) and then cooled to -78°. Ozone was bubbled through the solution until it just became pale blue in colour. The excess ozone was blown off in a stream of argon and an ethyl acetate solution of triphenylphosphine (0.14 g) was then added. After a further 10 minutes the reaction flask was transferred to an ice ba... Starting materials: CSCCOc1ccc2c(Nc3cc(C)[nH]n3)nn(C(C)C)c(=O)c2c1, O=C(OO)c1cccc(Cl)c1, ClCCl. The product is Cc1cc(Nc2nn(C(C)C)c(=O)c3cc(OCCS(C)=O)ccc23)n[nH]1. Reaction SMILES: [CH:1]([CH3:2])([CH3:3])[n:4]1[c:5](=[O:26])[c:6]2[cH:7][c:8]([O:21][CH2:22][CH2:23][S:24][CH3:25])[cH:9][cH:10][c:11]2[c:12]([NH:14][c:15]2[n:16][nH:17][c:18]([CH3:20])[cH:19]2)[n:13]1.[Cl:27][c:28]1[cH:29][c:30]([C:35](=[O:32])[O:36][OH:37])[cH:31][cH:33][cH:34]1.[Cl:38][CH2:39][Cl:40]>>[CH:1]([CH3:2])([CH3:3])[n:4]1[c:5](=[O:26])[c:6]2[cH:7][c:8]([O:21][CH2:22][CH2:23][S:24]([CH3:25])=[O:32])[cH:9][cH:10][c:11]2[c:12]([NH:14][c:15]2[n:16][nH:17][c:18]([CH3:20])[cH:19]2)[n:13]1. Reactants: CCOCC, CO, O=C1CCN(C2CC2)CC1, CNCc1cc2nc(Cl)nc(N3CCOCC3)c2s1. The product is Clc1nc(N2CCOCC2)c2sc(CNCC3CCN(C4CC4)CC3)cc2n1. As a reaction SMILES: [CH3:30][CH2:31][O:32][CH2:33][CH3:34].[CH3:35][OH:36].[CH:20]1([N:23]2[CH2:24][CH2:25][C:26](=[O:29])[CH2:27][CH2:28]2)[CH2:21][CH2:22]1.[Cl:1][c:2]1[n:3][c:4]([N:14]2[CH2:15][CH2:16][O:17][CH2:18][CH2:19]2)[c:5]2[c:6]([n:7]1)[cH:8][c:9]([CH2:11][NH:12][CH3:13])[s:10]2>>[Cl:1][c:2]1[n:3][c:4]([N:14]2[CH2:15][CH2:16][O:17][CH2:18][CH2:19]2)[c:5]2[c:6]([n:7]1)[cH:8][c:9]([CH2:11][NH:12][CH2:13][CH:26]1[CH2:25][CH2:24][N:23]([CH:20]3[CH2:21][CH2:22]3)[CH2:28][CH2:27]1)[s:10]2. Starting materials: C(C)OC=1C=C(C=O)C=C(C1O)[N+](=O)[O-] (3-ethoxy-4-hydroxy-5-nitrobenzaldehyde), Cl (hydrochloric acid), crude product, C1(=CC=CC=C1)C (toluene). Reagents/catalysts: [Cl-].[Zn+2].[Cl-] (zinc chloride). The solvent is O (water). Run at temperature 90 celsius, time 17 hour. The product is OC=1C=C(C=O)C=C(C1O)[N+](=O)[O-] (3,4-dihydroxy-5-nitrobenzaldehyde). The yield is 72.7%. RXN SMILES: C([O:3][C:4]1[CH:5]=[C:6]([CH:9]=[C:10]([N+:13]([O-:15])=[O:14])[C:11]=1[OH:12])[CH:7]=[O:8])C.Cl.C1(C)C=CC=CC=1>O.[Cl-].[Zn+2].[Cl-]>[OH:3][C:4]1[CH:5]=[C:6]([CH:9]=[C:10]([N+:13]([O-:15])=[O:14])[C:11]=1[OH:12])[CH:7]=[O:8] |f:4.5.6|. Procedure details: A mixture of 3-ethoxy-4-hydroxy-5-nitrobenzaldehyde (20.0 g), zinc chloride (60.0 g) and hydrochloric acid (37%, 15 mL) was stirred at 90° C. for 17 h. The mixture was diluted with water (100 mL) and then cooled to 3° C. After 1 h the product was filtered and washed with cold water. The product was dried in vacuo at 100° C. to give 16.5 g (95.1%) of crude product. The crude product was mixed with toluene (275 mL) and activated carbon (2,0 g) and the resulting mixture was refluxed for 45 min. The... Reactants: COC(C(CSCC1=CC=C(C=C1)C1=NC(=CC(=N1)C1=CC=CC=C1)C1=CC=CC=C1)NC(=O)OC(C)(C)C)=O (2-tert-Butoxy carbonylamino-3-[4-(4,6-diphenylpyrimidin-2-yl)-benzylsulfanyl]-propionic acid methyl ester), CO (methanol), [OH-].[K+] (KOH). The solvent is O1CCCC1 (tetrahydrofuran), O (water). Conditions: time 1 hour. The product is C(C)(C)(C)OC(=O)NC(C(=O)O)CSCC1=CC=C(C=C1)C1=NC(=CC(=N1)C1=CC=CC=C1)C1=CC=CC=C1 (2-tert-Butoxy carbonylamino-3-[4-(4,6-diphenylpyrimidin-2-yl)-benzylsulfanyl]propionic acid). Reaction SMILES: C[O:2][C:3](=[O:40])[CH:4]([NH:32][C:33]([O:35][C:36]([CH3:39])([CH3:38])[CH3:37])=[O:34])[CH2:5][S:6][CH2:7][C:8]1[CH:13]=[CH:12][C:11]([C:14]2[N:19]=[C:18]([C:20]3[CH:25]=[CH:24][CH:23]=[CH:22][CH:21]=3)[CH:17]=[C:16]([C:26]3[CH:31]=[CH:30][CH:29]=[CH:28][CH:27]=3)[N:15]=2)=[CH:10][CH:9]=1.CO.[OH-].[K+]>O1CCCC1.O>[C:36]([O:35][C:33]([NH:32][CH:4]([CH2:5][S:6][CH2:7][C:8]1[CH:13]=[CH:12][C:11]([C:14]2[N:19]=[C:18]([C:20]3[CH:25]=[CH:24][CH:23]=[CH:22][CH:21]=3)[CH:17]=[C:16]([C:26]3[CH:27]=[CH:28][CH:29]=[CH:30][CH:31]=3)[N:15]=2)=[CH:10][CH:9]=1)[C:3]([OH:40])=[O:2])=[O:34])([CH3:39])([CH3:37])[CH3:38] |f:2.3|. Procedure: To a solution of 2-tert-Butoxy carbonylamino-3-[4-(4,6-diphenylpyrimidin-2-yl)-benzylsulfanyl]-propionic acid methyl ester, 0.18 g (0.32 mmol) in 10 mL of tetrahydrofuran and 5 mL of methanol was added 1.62 mL of 1.0M aq. KOH. The solution was stirred for 1 h at room temperature. The solution was diluted with 10 mL of water and acidified to pH 1-2. The aqueous was extracted with 3×30 mL portions of diethyl ether. The organic layers were combined, washed with sat. aq. NaHCO3, sat. aq. NaCl, dried... The reactants are NC(CC=1N(N=C2C(=NC=3C=CC=CC3C21)N)CCOC)(C)C (1-(2-amino-2-methylpropyl)-2-(2-methoxyethyl)-2H-pyrazolo[3,4-c]quinolin-4-amine), FC1=CC=C(C(=O)Cl)C=C1 (4-fluorobenzoyl chloride). Yields the product NC1=NC=2C=CC=CC2C=2C1=NN(C2CC(C)(C)NC(C2=CC=C(C=C2)F)=O)CCOC (N-{2-[4-amino-2-(methoxyethyl)-2H-pyrazolo[3,4-c]quinolin-1-yl]-1,1-dimethylethyl}-4-fluorobenzamide). Yield: 79.1%. RXN SMILES: [NH2:1][C:2]([CH3:23])([CH3:22])[CH2:3][C:4]1[N:5]([CH2:18][CH2:19][O:20][CH3:21])[N:6]=[C:7]2[C:16]=1[C:15]1[CH:14]=[CH:13][CH:12]=[CH:11][C:10]=1[N:9]=[C:8]2[NH2:17].[F:24][C:25]1[CH:33]=[CH:32][C:28]([C:29](Cl)=[O:30])=[CH:27][CH:26]=1>>[NH2:17][C:8]1[C:7]2=[N:6][N:5]([CH2:18][CH2:19][O:20][CH3:21])[C:4]([CH2:3][C:2]([NH:1][C:29](=[O:30])[C:28]3[CH:32]=[CH:33][C:25]([F:24])=[CH:26][CH:27]=3)([CH3:23])[CH3:22])=[C:16]2[C:15]2[CH:14]=[CH:13][CH:12]=[CH:11][C:10]=2[N:9]=1. Procedure: Using the general method of Example 599, 1-(2-amino-2-methylpropyl)-2-(2-methoxyethyl)-2H-pyrazolo[3,4-c]quinolin-4-amine (500 mg, 1.60 mmol, prepared as described in Example 590) was reacted with 4-fluorobenzoyl chloride (634 mg, 4.00 mmol). The crude product was purified by IFC (silica gel eluting with a gradient of 5 to 20% CMA in chloroform) followed by recrystallization from ethyl acetate/hexanes to provide 551 mg of N-{2-[4-amino-2-(methoxyethyl)-2H-pyrazolo[3,4-c]quinolin-1-yl]-1,1-dimeth... Reported procedure: In a pressure reaction vessel was placed 0.55 mole parts of 2-methyl-6-tert-butylphenol, 0.55 mole parts of 2-methyl-6-tert-butylcyclohexanone, 0.0045 mole parts of palladium (5 weight per cent on charcoal support) and 3 mole parts of ammonia. The vessel was sealed and, while stirring, heated to 250°C. (Water was not added in this example because the initial reaction of ammonia with cyclohexanone produced 0.55 mole part of water.) The mixture was stirred at this temperature for 3 hours and then ... Reagents/catalysts: [Pd] (palladium). Product: CC1=C(N)C(=CC=C1)C(C)(C)C (2-methyl-6-tert-butyl aniline). The reactants are N (ammonia), C1(CCCCC1)=O (cyclohexanone), CC1=C(C(=CC=C1)C(C)(C)C)O (2-methyl-6-tert-butylphenol), CC1C(C(CCC1)C(C)(C)C)=O (2-methyl-6-tert-butylcyclohexanone), N (ammonia). RXN SMILES: [CH3:1][C:2]1[CH:7]=[CH:6][CH:5]=[C:4]([C:8]([CH3:11])([CH3:10])[CH3:9])[C:3]=1O.CC1CCCC(C(C)(C)C)C1=O.[NH3:25].C1(=O)CCCCC1>[Pd].O>[CH3:1][C:2]1[CH:7]=[CH:6][CH:5]=[C:4]([C:8]([CH3:11])([CH3:10])[CH3:9])[C:3]=1[NH2:25]. Run in O (Water), O (water).